This data is from the Open Reaction Database (ORD), a public repository of structured organic reaction records. The task is: describe an organic reaction: reactants, conditions, products, and yield Starting materials: Br, ClCCl, O=CCCc1ccc(Cl)c(Cl)c1, C1COCCO1, O, C[Si](C)(C)Br. Yields the product O=CC(Br)Cc1ccc(Cl)c(Cl)c1. Reaction SMILES: [Br:21].[Cl:13][CH2:14][Cl:15].[Cl:1][c:2]1[cH:3][c:4]([CH2:9][CH2:10][CH:11]=[O:12])[cH:5][cH:6][c:7]1[Cl:8].[O:23]1[CH2:24][CH2:25][O:26][CH2:27][CH2:28]1.[OH2:22].[Si:16]([CH3:17])([CH3:18])([CH3:19])[Br:20]>>[Cl:1][c:2]1[cH:3][c:4]([CH2:9][CH:10]([CH:11]=[O:12])[Br:20])[cH:5][cH:6][c:7]1[Cl:8].